From a dataset of the Open Reaction Database (ORD), a public repository of structured organic reaction records. describe an organic reaction: reactants, conditions, products, and yield The reactants are CO, O=C[O-], [Na+], O=C(CBr)CC(=O)OC(c1ccccc1)c1ccccc1. Reaction SMILES: [CH3:26][OH:27].[CH:22](=[O:23])[O-:24].[Na+:25].[c:1]1([CH:7]([c:8]2[cH:9][cH:10][cH:11][cH:12][cH:13]2)[O:14][C:15]([CH2:16][C:17]([CH2:18][Br:19])=[O:20])=[O:21])[cH:2][cH:3][cH:4][cH:5][cH:6]1>>[c:1]1([CH:7]([c:8]2[cH:9][cH:10][cH:11][cH:12][cH:13]2)[O:14][C:15]([CH2:16][C:17]([CH2:18][OH:23])=[O:20])=[O:21])[cH:2][cH:3][cH:4][cH:5][cH:6]1. Product: O=C(CO)CC(=O)OC(c1ccccc1)c1ccccc1. Reactants: ClC1=CC=C(C=C1)C(C1=C(C=C(C=C1)C)O)=NO (4'-Chloro-2-hydroxy-4-methylbenzophenone-oxime), C([O-])([O-])=O.[Na+].[Na+] (sodium carbonate), O1N=CC2=C1C=CC=C2 (benzisoxazole). The solvent is O (water). Product: ClC1=CC=C(C=C1)C1=NOC2=C1C=C(C=C2)C (3-(4-chlorophenyl)-5-methyl-1,2-benzisoxazole). Reaction SMILES: [Cl:1][C:2]1[CH:7]=[CH:6][C:5]([C:8](=[N:17][OH:18])[C:9]2[CH:14]=[CH:13][C:12](C)=[CH:11][C:10]=2O)=[CH:4][CH:3]=1.[C:19](=O)([O-])[O-].[Na+].[Na+].O1C2C=CC=CC=2C=N1>O>[Cl:1][C:2]1[CH:3]=[CH:4][C:5]([C:8]2[C:9]3[CH:10]=[C:11]([CH3:19])[CH:12]=[CH:13][C:14]=3[O:18][N:17]=2)=[CH:6][CH:7]=1 |f:1.2.3|. Reported procedure: 4'-Chloro-2-hydroxy-4-methylbenzophenone-oxime (0.2g) and anhydrous sodium carbonate (0.2g) were heated together under reflux in triglyome (5ml) for 30 minutes. On cooling, the mixture was poured into water (50ml.) and filtered. On standing a solid separated from the filtrate and was filtered, washed, dried and examined by NMR. The NMR spectrum was consistent with the preparation of the title compound (~30%). T.L.C. also confirmed the presence of the benzisoxazole. Reactants: CC(C)CC(=O)Cl, CC#N, CN(C)c1ccncc1, CCOc1ccc(C(C)c2nc3cc(NC)ccc3n2CC2CC2)cc1, CCN(C(C)C)C(C)C. The product is CCOc1ccc(C(C)c2nc3cc(N(C)C(=O)CC(C)C)ccc3n2CC2CC2)cc1. As a reaction SMILES: [C:36]([CH2:37][CH:38]([CH3:39])[CH3:40])(=[O:41])[Cl:42].[CH3:43][C:44]#[N:45].[CH3:46][N:47]([c:48]1[cH:49][cH:50][n:51][cH:52][cH:53]1)[CH3:54].[CH:1]1([CH2:4][n:5]2[c:6]([CH:16]([CH3:17])[c:18]3[cH:19][cH:20][c:21]([O:24][CH2:25][CH3:26])[cH:22][cH:23]3)[n:7][c:8]3[c:9]2[cH:10][cH:11][c:12]([NH:14][CH3:15])[cH:13]3)[CH2:2][CH2:3]1.[CH:27]([N:28]([CH2:29][CH3:30])[CH:31]([CH3:32])[CH3:33])([CH3:34])[CH3:35]>>[CH:1]1([CH2:4][n:5]2[c:6]([CH:16]([CH3:17])[c:18]3[cH:19][cH:20][c:21]([O:24][CH2:25][CH3:26])[cH:22][cH:23]3)[n:7][c:8]3[c:9]2[cH:10][cH:11][c:12]([N:14]([CH3:15])[C:36]([CH2:37][CH:38]([CH3:39])[CH3:40])=[O:41])[cH:13]3)[CH2:2][CH2:3]1. The reactants are N1=C(C=CC=C1)N(C(=O)C1=CC=C2C(=N1)N=C(N2C)COC2=CC=C(C=C2)C#N)CCC(=O)OC (1-methyl-2-[(4-cyanophenyl)oxymethyl]imidazo[4,5-b]pyridin-5-yl-carboxylic acid-N-(2-pyridyl)-N-(2-methoxycarbonylethyl)amide), Cl (hydrogen chloride), C([O-])([O-])=O.[NH4+].[NH4+].C(C)O (ammonium carbonate ethanol). The solvent is C(C)O (ethanol). Yields the product N1=C(C=CC=C1)N(C(=O)C1=CC=C2C(=N1)N=C(N2C)COC2=CC=C(C=C2)C(N)=N)CCC(=O)OCC (1-Methyl-2-[(4-amidinophenyl)oxymethyl]imidazo[4,5-b]pyridin-5-yl-carboxylic acid-N-(2-pyridyl)-N-(2-ethoxycarbonylethyl)amide). RXN SMILES: [N:1]1[CH:6]=[CH:5][CH:4]=[CH:3][C:2]=1[N:7]([CH2:30][CH2:31]C(OC)=O)[C:8]([C:10]1[N:15]=[C:14]2[N:16]=[C:17]([CH2:20][O:21][C:22]3[CH:27]=[CH:26][C:25]([C:28]#[N:29])=[CH:24][CH:23]=3)[N:18]([CH3:19])[C:13]2=[CH:12][CH:11]=1)=[O:9].Cl.[C:37](=[O:40])([O-])[O-:38].[NH4+:41].[NH4+].[CH2:43](O)[CH3:44]>C(O)C>[N:1]1[CH:6]=[CH:5][CH:4]=[CH:3][C:2]=1[N:7]([CH2:30][CH2:31][C:37]([O:38][CH2:43][CH3:44])=[O:40])[C:8]([C:10]1[N:15]=[C:14]2[N:16]=[C:17]([CH2:20][O:21][C:22]3[CH:23]=[CH:24][C:25]([C:28](=[NH:29])[NH2:41])=[CH:26][CH:27]=3)[N:18]([CH3:19])[C:13]2=[CH:12][CH:11]=1)=[O:9] |f:2.3.4.5|. Procedure details: Prepared by reacting 140 mg (0.3 mmol) of 1-methyl-2-[(4-cyanophenyl)oxymethyl]imidazo[4,5-b]pyridin-5-yl-carboxylic acid-N-(2-pyridyl)-N-(2-methoxycarbonylethyl)amide with ethanol saturated by hydrogen chloride and with ammonium carbonate/ethanol analogously to Example 1g. The resulting product was purified by chromatography over silica gel with dichloromethane/ethanol (19:1 to 4:1). Yield: 48 mg of white powder (36% of theory), C26H27N7O4 (501.57); mass spectrum: (M+H)+=502. The reactants are C1(CCC1)C1=NC(=C2N1C=CN=C2N)C=2CCNCC2 (3-cyclobutyl-1-(1,2,3,6-tetrahydropyridin-4-yl)-imidazo[1,5-a]pyrazin-8-ylamine), C1(=CC=CC=C1)S(=O)(=O)Cl (benzenesulfonyl chloride), CCN(C(C)C)C(C)C (DIEA), CN(C)C=O (DMF). Conditions: time 10 minute. The product is C1(=CC=CC=C1)S(=O)(=O)N1CCC(=CC1)C=1N=C(N2C1C(=NC=C2)N)C2CCC2 (1-(1-Benzenesulfonyl-1,2,3,6-tetrahydropyridin-4-yl)-3-cyclobutyl-imidazo[1,5-a]pyrazin-8-ylamine). As a reaction SMILES: [CH:1]1([C:5]2[N:9]3[CH:10]=[CH:11][N:12]=[C:13]([NH2:14])[C:8]3=[C:7]([C:15]3[CH2:16][CH2:17][NH:18][CH2:19][CH:20]=3)[N:6]=2)[CH2:4][CH2:3][CH2:2]1.[C:21]1([S:27](Cl)(=[O:29])=[O:28])[CH:26]=[CH:25][CH:24]=[CH:23][CH:22]=1.CCN(C(C)C)C(C)C.CN(C=O)C>>[C:21]1([S:27]([N:18]2[CH2:17][CH:16]=[C:15]([C:7]3[N:6]=[C:5]([CH:1]4[CH2:4][CH2:3][CH2:2]4)[N:9]4[CH:10]=[CH:11][N:12]=[C:13]([NH2:14])[C:8]=34)[CH2:20][CH2:19]2)(=[O:29])=[O:28])[CH:26]=[CH:25][CH:24]=[CH:23][CH:22]=1. Procedure details: A mixture of 3-cyclobutyl-1-(1,2,3,6-tetrahydropyridin-4-yl)-imidazo[1,5-a]pyrazin-8-ylamine (20.0 mg, 0.0742 mmol), benzenesulfonyl chloride (9.48 uL, 0.0742 mmol), DIEA (0.0647 mL, 0.371 mmol) and DMF (1 mL, 0.01 mol) was stirred at rt for 10 min. The reaction mixture was directly given for Gilson HPLC purification. The fractions containing the pure product were concentrated in vacuo to afford the title compound as a yellow solid. 1H NMR (400 MHz, CDCl3): δ=2.03 (dt, J=8.84, 2.65 Hz, 1H) 2.09-...